From a dataset of the Open Reaction Database (ORD), a public repository of structured organic reaction records. describe an organic reaction: reactants, conditions, products, and yield The reactants are c1ccc(CN2CC3CCC(C2)N3)cc1, CC(C)O, N#Cc1ccc(OCC2CO2)cc1, O. The product is N#Cc1ccc(OCC(O)CN2C3CCC2CN(Cc2ccccc2)C3)cc1. Reaction SMILES: [CH2:1]([c:2]1[cH:3][cH:4][cH:5][cH:6][cH:7]1)[N:8]1[CH2:9][CH:10]2[CH2:11][CH2:12][CH:13]([CH2:14]1)[NH:15]2.[CH3:29][CH:30]([OH:31])[CH3:32].[O:16]1[CH:17]([CH2:19][O:20][c:21]2[cH:22][cH:23][c:24]([C:25]#[N:26])[cH:27][cH:28]2)[CH2:18]1.[OH2:33]>>[CH2:1]([c:2]1[cH:3][cH:4][cH:5][cH:6][cH:7]1)[N:8]1[CH2:9][CH:10]2[CH2:11][CH2:12][CH:13]([CH2:14]1)[N:15]2[CH2:18][CH:17]([OH:16])[CH2:19][O:20][c:21]1[cH:22][cH:23][c:24]([C:25]#[N:26])[cH:27][cH:28]1. Starting materials: BrC1=C(C#N)C=CC(=C1)N1C=C(C=2C1=NC=CC2C=2C=NC1=CC=CC=C1C2)C (2-Bromo-4-{3-methyl-4-(quinolin-3-yl)-1H-pyrrolo[2,3-b]pyridin-1-yl}benzonitrile), NCCCCO (4-amino-1-butanol). The product is crude product, OCCCCNC1=C(C#N)C=CC(=C1)N1C=C(C=2C1=NC=CC2C=2C=NC1=CC=CC=C1C2)C (2-(4-hydroxybutylamino)-4-{3-methyl-4-(quinolin-3-yl)-1H-pyrrolo[2,3-b]pyridin-1-yl}benzonitrile). Yield: 35.0%. RXN SMILES: Br[C:2]1[CH:9]=[C:8]([N:10]2[C:14]3=[N:15][CH:16]=[CH:17][C:18]([C:19]4[CH:20]=[N:21][C:22]5[C:27]([CH:28]=4)=[CH:26][CH:25]=[CH:24][CH:23]=5)=[C:13]3[C:12]([CH3:29])=[CH:11]2)[CH:7]=[CH:6][C:3]=1[C:4]#[N:5].[NH2:30][CH2:31][CH2:32][CH2:33][CH2:34][OH:35]>>[OH:35][CH2:34][CH2:33][CH2:32][CH2:31][NH:30][C:2]1[CH:9]=[C:8]([N:10]2[C:14]3=[N:15][CH:16]=[CH:17][C:18]([C:19]4[CH:20]=[N:21][C:22]5[C:27]([CH:28]=4)=[CH:26][CH:25]=[CH:24][CH:23]=5)=[C:13]3[C:12]([CH3:29])=[CH:11]2)[CH:7]=[CH:6][C:3]=1[C:4]#[N:5]. Reported procedure: According to Example 1(6), a crude product of 2-(4-hydroxybutylamino)-4-{3-methyl-4-(quinolin-3-yl)-1H-pyrrolo[2,3-b]pyridin-1-yl}benzonitrile was prepared using compound (40f) instead of compound (1e) and using 4-amino-1-butanol instead of trans-aminocyclohexanol and was used in the subsequent reaction without being purified. According to Example 1(7), compound (55) (the second stage yield: 35%) was prepared as a white solid using 2-(4-hydroxybutylamino)-4-{(3-methyl-4-(quinolin-3-yl)-1H-pyrrol... Starting materials: CC(=O)[O-], Cn1c(=O)oc2cc(C(=O)CCCl)ccc21, CN(C)C=O, [K+], O. Yields the product C=CC(=O)c1ccc2c(c1)oc(=O)n2C. Reaction SMILES: [CH3:18][C:19](=[O:20])[O-:21].[CH3:1][n:2]1[c:3](=[O:16])[o:4][c:5]2[c:6]1[cH:7][cH:8][c:9]([C:11]([CH2:12][CH2:13][Cl:14])=[O:15])[cH:10]2.[CH3:23][N:24]([CH3:25])[CH:26]=[O:27].[K+:17].[OH2:22]>>[CH3:1][n:2]1[c:3](=[O:16])[o:4][c:5]2[c:6]1[cH:7][cH:8][c:9]([C:11]([CH:12]=[CH2:13])=[O:15])[cH:10]2. The reactants are O=c1c(Cc2cccnc2)cn2c3ccc(Br)cc3c3cc(O)cc1c32, CC(=O)OC(C)=O, CO, c1ccncc1. Yields the product CC(=O)Oc1cc2c(=O)c(Cc3cccnc3)cn3c4ccc(Br)cc4c(c1)c23. As a reaction SMILES: [Br:1][c:2]1[cH:3][cH:4][c:5]2[n:6]3[c:7]4[c:8]([cH:9][c:10]([OH:15])[cH:11][c:12]4[c:13]2[cH:14]1)[c:16](=[O:26])[c:17]([CH2:19][c:20]1[cH:21][n:22][cH:23][cH:24][cH:25]1)[cH:18]3.[CH3:27][C:28](=[O:29])[O:30][C:31](=[O:32])[CH3:33].[CH3:34][OH:35].[cH:36]1[cH:37][cH:38][n:39][cH:40][cH:41]1>>[Br:1][c:2]1[cH:3][cH:4][c:5]2[n:6]3[c:7]4[c:8]([cH:9][c:10]([O:15][C:28]([CH3:27])=[O:29])[cH:11][c:12]4[c:13]2[cH:14]1)[c:16](=[O:26])[c:17]([CH2:19][c:20]1[cH:21][n:22][cH:23][cH:24][cH:25]1)[cH:18]3. Reactants: [H-].[Na+] (NaH), ClC=1C=C(C(N(N1)C)=O)NC1=NNC(=C1)C (6-Chloro-2-methyl-4-(5-methyl-1H-pyrazol-3-ylamino)pyridazin-3(2H)-one), IC (iodomethane). Run in CN(C)C=O (DMF), CN(C)C=O (DMF). Conditions: time 0.5 hour. Product: ClC=1C=C(C(N(N1)C)=O)NC1=NN(C(=C1)C)C (6-Chloro-4-(1,5-dimethyl-1H-pyrazol-3-ylamino)-2-methylpyridazin-3(2H)-one). Isolated yield 29.6%. RXN SMILES: [Cl:1][C:2]1[CH:3]=[C:4]([NH:10][C:11]2[CH:15]=[C:14]([CH3:16])[NH:13][N:12]=2)[C:5](=[O:9])[N:6]([CH3:8])[N:7]=1.[H-].[Na+].I[CH3:20]>CN(C=O)C>[Cl:1][C:2]1[CH:3]=[C:4]([NH:10][C:11]2[CH:15]=[C:14]([CH3:16])[N:13]([CH3:20])[N:12]=2)[C:5](=[O:9])[N:6]([CH3:8])[N:7]=1 |f:1.2|. Procedure: To a mixture of 127a (480 mg, 2.0 mmol) in anhydrous DMF (10 mL) was added NaH (purity 60%) (64 mg, 1.6 mmol) at 0° C. and the resulting mixture was stirred for 0.5 h. To the mixture was added iodomethane (227 mg, 1.6 mmol) in DMF (5 mL) dropwise at 0° C. The reaction mixture was stirred for additional 1.5 h and quenched with water (20 mL). It was then extracted with dichloromethane (3×20 mL) and the combined organic layer was evaporated under reduced pressure. The residue was purified by revers... Reactants: ClC=1C2=C(SC1CO)C=C(C(=C2)OC)OC ((3-Chloro-5,6-dimethoxy-benzo[b]thiophen-2-yl)methanol). Reagents/catalysts: O=[Mn]=O (MnO2), O=[Mn]=O (MnO2), O=[Mn]=O (MnO2). The solvent is C1(=CC=CC=C1)C (toluene). Reaction conditions: time 12 hour. Product: ClC=1C2=C(SC1C=O)C=C(C(=C2)OC)OC (3-Chloro-5,6-dimethoxy-benzo[b]thiophene-2-carbaldehyde). RXN SMILES: [Cl:1][C:2]1[C:3]2[CH:12]=[C:11]([O:13][CH3:14])[C:10]([O:15][CH3:16])=[CH:9][C:4]=2[S:5][C:6]=1[CH2:7][OH:8]>C1(C)C=CC=CC=1.O=[Mn]=O>[Cl:1][C:2]1[C:3]2[CH:12]=[C:11]([O:13][CH3:14])[C:10]([O:15][CH3:16])=[CH:9][C:4]=2[S:5][C:6]=1[CH:7]=[O:8]. Procedure: 96 mmol (1.6 equivalents) of MnO2 are added at room temperature under an inert atmosphere to a suspension of 60.4 mmol of the compound obtained in Step C in 360 ml of toluene. After 6 hours' reaction at 80° C., 0.6 equivalent of MnO2 is added to the reaction mixture, followed six hours later by 0.6 equivalent of MnO2. The reaction mixture is then filtered while hot over Celite and rinsed with toluene. After 12 hours at room temperature, the filtrate precipitates. Filtration of the precipitate fo...